This data is from the Open Reaction Database (ORD), a public repository of structured organic reaction records. The task is: describe an organic reaction: reactants, conditions, products, and yield The reactants are ClCl (chlorine), C25H24C12N6O2, ClC1=C(C(=O)O)C=CC(=C1)C(=O)N[C@@H](C)C1=NC2=C(N1)C=CC(=C2)Cl (2-chloro-4-{N-[(1S)-1-(5-chloro-1H-benzimidazol-2-yl)ethyl]aminocarbonyl}benzoic acid), CN(C)C(=[N+](C)C)ON1C2=C(C=CC=C2)N=N1.[B-](F)(F)(F)F (TBTU), C(C)(C)N(CC)C(C)C (diisopropylethylamine), N1[C@H](CCC1)CN1C=NC=C1 ((R)-1-(pyrrolidin-2-ylmethyl)-1H-imidazole). Run in ClCCl.CO (dichloromethane methanol), O1CCCC1 (tetrahydrofuran). The product is ClC=1C=C(C(=O)N[C@@H](C)C2=NC3=C(N2)C=CC(=C3)Cl)C=CC1C(=O)N1[C@H](CCC1)CN1C=NC=C1 (3-chloro-N-[(1S)-1-(5-chloro-1H-benzimidazol-2-yl)ethyl]-4-[(2R)-2-(imidazol-1-ylmethyl)pyrrolidin-1-ylcarbonyl]benzamide). Isolated yield 50.0%. RXN SMILES: [Cl:1][C:2]1[CH:10]=[C:9]([C:11]([NH:13][C@H:14]([C:16]2[NH:20][C:19]3[CH:21]=[CH:22][C:23]([Cl:25])=[CH:24][C:18]=3[N:17]=2)[CH3:15])=[O:12])[CH:8]=[CH:7][C:3]=1[C:4]([OH:6])=O.CN(C(ON1N=NC2C=CC=CC1=2)=[N+](C)C)C.[B-](F)(F)(F)F.C(N(C(C)C)CC)(C)C.[NH:57]1[CH2:61][CH2:60][CH2:59][C@@H:58]1[CH2:62][N:63]1[CH:67]=[CH:66][N:65]=[CH:64]1.ClCl>O1CCCC1.ClCCl.CO>[Cl:1][C:2]1[CH:10]=[C:9]([CH:8]=[CH:7][C:3]=1[C:4]([N:57]1[CH2:61][CH2:60][CH2:59][C@@H:58]1[CH2:62][N:63]1[CH:67]=[CH:66][N:65]=[CH:64]1)=[O:6])[C:11]([NH:13][C@H:14]([C:16]1[NH:20][C:19]2[CH:21]=[CH:22][C:23]([Cl:25])=[CH:24][C:18]=2[N:17]=1)[CH3:15])=[O:12] |f:1.2,7.8|. Procedure details: Prepared analogously to Example 1g from 2-chloro-4-{N-[(1S)-1-(5-chloro-1H-benzimidazol-2-yl)ethyl]aminocarbonyl}benzoic acid, TBTU, diisopropylethylamine, and (R)-1-(pyrrolidin-2-ylmethyl)-1H-imidazole in tetrahydrofuran. Yield: 50%; Rf value: 0.20 (silica gel: dichloromethane/methanol=9:1); C25H24C12N6O2 (511.415); mass spectrum: (M+H)+=511/513/515 (chlorine isotope). Reactants: O (water), C([O-])([O-])=O.[K+].[K+] (potassium carbonate), ClCOCC#C (chloromethylpropargyl ether), CONC(C1=CC=CC=C1)=O (N-methoxybenzamide). The solvent is C(C)#N (acetonitrile). Run at time 3 hour. Product: CON(C(C1=CC=CC=C1)=O)COCC#C (N-methoxy-N-propargyloxymethylbenzamide). The yield is 91.9%. As a reaction SMILES: [CH3:1][O:2][NH:3][C:4](=[O:11])[C:5]1[CH:10]=[CH:9][CH:8]=[CH:7][CH:6]=1.C(=O)([O-])[O-].[K+].[K+].Cl[CH2:19][O:20][CH2:21][C:22]#[CH:23].O>C(#N)C>[CH3:1][O:2][N:3]([CH2:19][O:20][CH2:21][C:22]#[CH:23])[C:4](=[O:11])[C:5]1[CH:6]=[CH:7][CH:8]=[CH:9][CH:10]=1 |f:1.2.3|. Procedure details: 0.6 g of N-methoxybenzamide was dissolved in 10 ml of acetonitrile, and 0.55 g of potassium carbonate and 0.42 g of chloromethylpropargyl ether were added thereto in this order. The mixture was stirred at room temperature for 3 hours. After completion of the reaction, water was added to the reaction solution, and the mixture was extracted with ethyl acetate. The extract was dried, concentrated and purified by silica gel column chromatography to obtain 0.8 g of N-methoxy-N-propargyloxymethylbenza... The reactants are BrC1=C(C=CC=C1)NC=1OC2=C(N1)C=CC(=C2)CC(=O)OCC (Ethyl 2-(2-bromophenylamino)-6-benzoxazolylacetate), [OH-].[Na+] (NaOH). RXN SMILES: [Br:1][C:2]1[CH:7]=[CH:6][CH:5]=[CH:4][C:3]=1[NH:8][C:9]1[O:10][C:11]2[CH:17]=[C:16]([CH2:18][C:19]([O:21]CC)=[O:20])[CH:15]=[CH:14][C:12]=2[N:13]=1.[OH-].[Na+]>C1COCC1.CO>[Br:1][C:2]1[CH:7]=[CH:6][CH:5]=[CH:4][C:3]=1[NH:8][C:9]1[O:10][C:11]2[CH:17]=[C:16]([CH2:18][C:19]([OH:21])=[O:20])[CH:15]=[CH:14][C:12]=2[N:13]=1 |f:1.2,3.4|. Solvent: C1CCOC1.CO (THF methanol). The product is BrC1=C(C=CC=C1)NC=1OC2=C(N1)C=CC(=C2)CC(=O)O (2-(2-bromophenylamino)-6-benzoxazolylacetic acid). Reported procedure: Ethyl 2-(2-bromophenylamino)-6-benzoxazolylacetate (3.82 g, 10.6 mmol) was dissolved in THF-methanol (1:1, 40 ml). To the resulting solution, 1.0M-NaOH (52.0 ml, 52.0 mmol) was added, followed by stirring at room temperature for 1.5 hours. To the residue, which had been obtained by distilling off the solvent under reduced pressure, was acidified with 1.0N-HCl. The crystals thus obtained were collected by filtration under reduced pressure, washed with water and dried overnight under reduced press... Reaction conditions: time 1.5 hour. Isolated yield 92.4%. Reactants: CN(CCNC)C (N,N,N′-trimethylethylenediamine), Cl.ClC1=CC=C2C(=CC=NC2=C1)NC=1C=CC(=C(C1)CO)N1CCOCC1 ({5-[(7-chloroquinolin-4-yl)amino]-2-(morpholin-4-yl)phenyl}methanol hydrochloride), Cl.ClC1=CC=C2C(=CC=NC2=C1)NC=1C=CC(=C(C1)CO)N1CCOCC1 ({5-[(7-chloroquinolin-4-yl)amino]-2-(morpholin-4-yl)phenyl}methanol hydrochloride), S(=O)(Cl)Cl (thionyl chloride). Run in CN1CCCC1=O (NMP), C(Cl)Cl (CH2Cl2), CN1CCCC1=O (NMP). Run at time 3 hour. Yields the product ClC1=CC=C2C(=CC=NC2=C1)NC1=CC(=C(C=C1)N1CCOCC1)CN(C)CCN(C)C (7-chloro-N-[3-({[2-(dimethylamino)ethyl](methyl)amino}methyl)-4-(morpholin-4-yl)phenyl]quinolin-4-amine). The yield is 85.5%. RXN SMILES: Cl.[Cl:2][C:3]1[CH:12]=[C:11]2[C:6]([C:7]([NH:13][C:14]3[CH:15]=[CH:16][C:17]([N:22]4[CH2:27][CH2:26][O:25][CH2:24][CH2:23]4)=[C:18]([CH2:20]O)[CH:19]=3)=[CH:8][CH:9]=[N:10]2)=[CH:5][CH:4]=1.S(Cl)(Cl)=O.[CH3:32][N:33]([CH3:38])[CH2:34][CH2:35][NH:36][CH3:37]>CN1C(=O)CCC1.C(Cl)Cl>[Cl:2][C:3]1[CH:12]=[C:11]2[C:6]([C:7]([NH:13][C:14]3[CH:15]=[CH:16][C:17]([N:22]4[CH2:27][CH2:26][O:25][CH2:24][CH2:23]4)=[C:18]([CH2:20][N:36]([CH2:35][CH2:34][N:33]([CH3:38])[CH3:32])[CH3:37])[CH:19]=3)=[CH:8][CH:9]=[N:10]2)=[CH:5][CH:4]=1 |f:0.1|. Procedure: To a suspension of {5-[(7-chloroquinolin-4-yl)amino]-2-(morpholin-4-yl)phenyl}methanol hydrochloride (compound of step C of example 31) (0.100 g, 0.25 mmol) in 4 mL of NMP at 0° C. was added thionyl chloride (90 μL, 1.23 mmol). The reaction mixture was warmed up to room temperature and stirred for 3 h. The reaction mixture was then slowly added to N,N,N′-trimethylethylenediamine (1 mL, 7.50 mmol) in 1 mL of NMP at 0° C. and then stirred at room temperature for 2 h. This solution was diluted in 1...